The task is: describe an organic reaction: reactants, conditions, products, and yield. This data is from the Open Reaction Database (ORD), a public repository of structured organic reaction records. Reactants: CN(C)C=O, ClC(Cl)Cl, O=c1[nH]c(-c2ccccc2F)nc2sccc12, O=S(Cl)Cl. Yields the product Fc1ccccc1-c1nc(Cl)c2ccsc2n1. As a reaction SMILES: [CH3:22][N:23]([CH3:24])[CH:25]=[O:26].[CH:27]([Cl:28])([Cl:29])[Cl:30].[F:1][c:2]1[c:3](-[c:8]2[nH:9][c:10](=[O:17])[c:11]3[c:12]([n:13]2)[s:14][cH:15][cH:16]3)[cH:4][cH:5][cH:6][cH:7]1.[S:18]([Cl:19])([Cl:20])=[O:21]>>[F:1][c:2]1[c:3](-[c:8]2[n:9][c:10]([Cl:20])[c:11]3[c:12]([n:13]2)[s:14][cH:15][cH:16]3)[cH:4][cH:5][cH:6][cH:7]1. The reactants are C(C(O)C1=CC=CC=C1)(=O)O (mandelic acid), BrC(C(=O)Br)C (2-bromopropionyl bromide). Yields the product CC1OC(C(OC1=O)C1=CC=CC=C1)=O (3-methyl-6-phenyl-2,5-dioxane-1,4-dione). The yield is 33.0%. Reaction SMILES: [C:1]([OH:11])(=[O:10])[CH:2]([C:4]1[CH:9]=[CH:8][CH:7]=[CH:6][CH:5]=1)[OH:3].Br[CH:13]([CH3:17])[C:14](Br)=[O:15]>>[CH3:17][CH:13]1[C:14](=[O:15])[O:3][CH:2]([C:4]2[CH:9]=[CH:8][CH:7]=[CH:6][CH:5]=2)[C:1](=[O:11])[O:10]1. Procedure details: 3-methyl-6-phenyl-2,5-dioxane-1,4-dione (9) was synthesized by using mandelic acid and 2-bromopropionyl bromide. Recrystallization from toluene gave white crystals. Mp 153-156° C. Yield: 33%. 1H NMR (CDCl3) δ7.43 (m, 5H), 5.92 (s, 1H) 5.17 (q, 1H), 1.63 (d, 3H). 13C NMR (CDCl3 δ166.90, 165.55, 131.24, 129.95, 128.92, 127.44, 77.74, 72.77, 16.42 MS (m/q) 207.4 (M+1). Starting materials: F[B-](F)(F)F.C[O+](C)C (Trimethyloxonium tetrafluoroborate), CC1(CCC(NC1)=O)C (5,5-dimethyl-2-piperidone), C(O)([O-])=O.[Na+] (sodium hydrogen carbonate). Run in ClCCl (dichloromethane). Reaction conditions: time 14 hour. Yields the product CC1(CN=C(CC1)OC)C (3,3-Dimethyl-6-methoxy-2,3,4,5-tetrahydropyridine), oil. Yield: 82.0%. RXN SMILES: F[B-](F)(F)F.[CH3:6][O+:7]([CH3:9])C.[CH3:10][C:11]1([CH3:18])[CH2:16][NH:15]C(=O)[CH2:13][CH2:12]1.C(=O)([O-])O.[Na+]>ClCCl>[CH3:10][C:11]1([CH3:18])[CH2:12][CH2:13][C:6]([O:7][CH3:9])=[N:15][CH2:16]1 |f:0.1,3.4|. Procedure details: Trimethyloxonium tetrafluoroborate (97%, 11.9 g, 78 mmol) was added to the dry dichloromethane (156 mL) solution of 5,5-dimethyl-2-piperidone (9.93 g, 78 mmol) at room temperature and stirred for 14 h. The reaction mixture was neutralized with 10% sodium hydrogen carbonate aqueous solution, and the organic layer was separated. The aqueous layer was extracted with ethyl acetate (3×120 mL), then the combined organic layer was washed with 10% sodium hydrogen carbonate aqueous solution and brine. Th...